From a dataset of the Open Reaction Database (ORD), a public repository of structured organic reaction records. describe an organic reaction: reactants, conditions, products, and yield The reactants are C1CCOC1, CC#N, CC(=O)c1ccccc1, [Cl-], [NH4+]. Yields the product CC(O)(CC#N)c1ccccc1. Reaction SMILES: [CH2:15]1[O:16][CH2:17][CH2:18][CH2:19]1.[CH3:1][C:2]#[N:3].[CH3:4][C:5](=[O:6])[c:7]1[cH:8][cH:9][cH:10][cH:11][cH:12]1.[Cl-:13].[NH4+:14]>>[CH2:1]([C:2]#[N:3])[C:5]([CH3:4])([OH:6])[c:7]1[cH:8][cH:9][cH:10][cH:11][cH:12]1. Procedure details: N-(1-octyl-6-ethoxycarbonylmethyl-5,7-dimethyl-1,2,3,4-tetrahydroquinolin-8-yl)-2,2-dimethylpropanamide (230 mg) was dissolved in ethanol (5 ml), and a solution of NaOH (100 mg) in water (2 ml) was added, which was followed by stirring at 50° C. for 1 hr. The solvent of the reaction mixture was evaporated under reduced pressure. The residue was dissolved in water (50 ml) and washed with ethyl acetate (20 ml). The aqueous layer was adjusted to pH 1-2 with 2N sulfuric acid and extracted with chlor... The yield is 60.2%. Run in C(C)O (ethanol), O (water). Reactants: C(CCCCCCC)N1CCCC2=C(C(=C(C(=C12)NC(C(C)(C)C)=O)C)CC(=O)OCC)C (N-(1-octyl-6-ethoxycarbonylmethyl-5,7-dimethyl-1,2,3,4-tetrahydroquinolin-8-yl)-2,2-dimethylpropanamide), [OH-].[Na+] (NaOH). Product: C(CCCCCCC)N1CCCC2=C(C(=C(C(=C12)NC(C(C)(C)C)=O)C)CC(=O)O)C (N-(1-octyl-6-carboxymethyl-5,7-dimethyl-1,2,3,4-tetrahydroquinolin-8-yl)-2,2-dimethylpropanamide). Reaction conditions: temperature 50 celsius, time 1 hour. Reaction SMILES: [CH2:1]([N:9]1[C:18]2[C:13](=[C:14]([CH3:33])[C:15]([CH2:27][C:28]([O:30]CC)=[O:29])=[C:16]([CH3:26])[C:17]=2[NH:19][C:20](=[O:25])[C:21]([CH3:24])([CH3:23])[CH3:22])[CH2:12][CH2:11][CH2:10]1)[CH2:2][CH2:3][CH2:4][CH2:5][CH2:6][CH2:7][CH3:8].[OH-].[Na+]>C(O)C.O>[CH2:1]([N:9]1[C:18]2[C:13](=[C:14]([CH3:33])[C:15]([CH2:27][C:28]([OH:30])=[O:29])=[C:16]([CH3:26])[C:17]=2[NH:19][C:20](=[O:25])[C:21]([CH3:22])([CH3:23])[CH3:24])[CH2:12][CH2:11][CH2:10]1)[CH2:2][CH2:3][CH2:4][CH2:5][CH2:6][CH2:7][CH3:8] |f:1.2|. Reactants: CC(C)(C)OC(=O)NC1CCC(C(=O)Nc2ccc(Cl)cc2C(=O)Nc2ccc(Cl)cn2)CC1, O=C(O)C(F)(F)F. The product is NC1CCC(C(=O)Nc2ccc(Cl)cc2C(=O)Nc2ccc(Cl)cn2)CC1. RXN SMILES: [C:1]([O:2][C:3](=[O:4])[NH:8][CH:9]1[CH2:10][CH2:11][CH:12]([C:15](=[O:16])[NH:17][c:18]2[c:19]([C:20](=[O:21])[NH:22][c:23]3[n:24][cH:25][c:26]([Cl:29])[cH:27][cH:28]3)[cH:30][c:31]([Cl:34])[cH:32][cH:33]2)[CH2:13][CH2:14]1)([CH3:5])([CH3:6])[CH3:7].[F:35][C:36]([F:37])([F:38])[C:39]([OH:40])=[O:41]>>[NH2:8][CH:9]1[CH2:10][CH2:11][CH:12]([C:15](=[O:16])[NH:17][c:18]2[c:19]([C:20](=[O:21])[NH:22][c:23]3[n:24][cH:25][c:26]([Cl:29])[cH:27][cH:28]3)[cH:30][c:31]([Cl:34])[cH:32][cH:33]2)[CH2:13][CH2:14]1. Reactants: OCC1=CC=C(S1)[B] ((5-hydroxymethyl-thiophen-2-yl)-boron), S1C(=CC=C1)CN1CCOCC1 (4-thiophen-2-ylmethyl-morpholine). The product is N1(CCOCC1)CC1=CC=C(S1)[B] ((5-Morpholin-4-ylmethyl-thiophen-2-yl)-boron). As a reaction SMILES: O[CH2:2][C:3]1[S:7][C:6]([B:8])=[CH:5][CH:4]=1.S1C=CC=C1C[N:15]1[CH2:20][CH2:19][O:18][CH2:17][CH2:16]1>>[N:15]1([CH2:2][C:3]2[S:7][C:6]([B:8])=[CH:5][CH:4]=2)[CH2:20][CH2:19][O:18][CH2:17][CH2:16]1 |^3:5,25|. Procedure details: (5-Morpholin-4-ylmethyl-thiophen-2-yl)-boron acid is prepared analogously to (5-hydroxymethyl-thiophen-2-yl)-boron acid (described in example (2ab)) starting from 4-thiophen-2-ylmethyl-morpholine (1.83 g; 10 mmol). Starting materials: BrC1=C(C(=O)Cl)C=CC=C1 (2-bromobenzoyl chloride), CN(C1CC=C(CC1)C1=CC=CC(=N1)N)C (6-(4-dimethylamino-cyclohex-1-enyl)-pyridin-2-ylamine). The product is amine, Cl.Cl.BrC1=C(C(=O)NC2=NC(=CC=C2)C2=CCC(CC2)N(C)C)C=CC=C1 (2-Bromo-N-(6-(4-dimethylamino-cyclohex-1-enyl)-pyridin-2-yl)-benzamide dihydrochloride salt). The yield is 34.0%. As a reaction SMILES: [Br:1][C:2]1[CH:10]=[CH:9][CH:8]=[CH:7][C:3]=1[C:4]([Cl:6])=[O:5].[CH3:11][N:12]([CH3:26])[CH:13]1[CH2:18][CH2:17][C:16]([C:19]2[N:24]=[C:23]([NH2:25])[CH:22]=[CH:21][CH:20]=2)=[CH:15][CH2:14]1>>[ClH:6].[ClH:6].[Br:1][C:2]1[CH:10]=[CH:9][CH:8]=[CH:7][C:3]=1[C:4]([NH:25][C:23]1[CH:22]=[CH:21][CH:20]=[C:19]([C:16]2[CH2:17][CH2:18][CH:13]([N:12]([CH3:26])[CH3:11])[CH2:14][CH:15]=2)[N:24]=1)=[O:5] |f:2.3.4|. Reported procedure: Using a method similar to example 1, using 2-bromobenzoyl chloride (151 mg, 0.69 mmol) and 6-(4-dimethylamino-cyclohex-1-enyl)-pyridin-2-ylamine, isomer 2 (preparation 11, 100 mg, 0.46 mmol) provides the free amine of the title compound as an oil (63 mg, 34%): MS (ES): m/z=400 (M+H)+, 403 (M+3); 1H NMR (CD3OD): δ 8.30 (t, 1H), 7.69 (d, 2H), 7.67 (d, 1H), 7.49 (m, 3H), 6.78 (m, 1H), 3.55 (m, 1H), 2.87 (s, 6H), 2.73 (m, 4H), 2.37 (m, 1H), 1.87 (m, 1H). Using a salt formation method similar to that... Reactants: CC(=O)Cl, Nc1nc(C(F)(F)F)ns1, Cc1ccccc1C. Product: CC(=O)Nc1nc(C(F)(F)F)ns1. As a reaction SMILES: [CH3:11][C:12]([Cl:13])=[O:14].[NH2:1][c:2]1[n:3][c:4]([C:7]([F:8])([F:9])[F:10])[n:5][s:6]1.[c:15]1([CH3:16])[c:17]([CH3:18])[cH:19][cH:20][cH:21][cH:22]1>>[NH:1]([c:2]1[n:3][c:4]([C:7]([F:8])([F:9])[F:10])[n:5][s:6]1)[C:12]([CH3:11])=[O:14]. Reported procedure: A suspension of 1.05 g of 4-(trans-4-heptylcyclohexyl)-N-[(S)-2-hydroxy-1-isopropylethyl)benzamide in 40 ml of acetenitrile was treated dropwise with 0.7 ml of thionyl chloride at 0° C. and while gassing with nitrogen. The reaction mixture was stirred at 0° C. overnight, poured into 100 ml of saturated potassium carbonate solution and then extracted three times with 50 ml of diethyl ether each time. The combined organic phases were washed twice with 50 ml of saturated sodium chloride solution ea... Reaction conditions: temperature 0 celsius, time 8 hour. Yields the product C(CCCCCC)[C@@H]1CC[C@H](CC1)C1=CC=C(C=C1)C=1OC[C@@H](N1)C(C)C ((S)-2-[4-(trans-4-heptylcyclohexyl)phenyl]-4-isopropyl-2-oxazoline). Reactants: C(CCCCCC)[C@@H]1CC[C@H](CC1)C1=CC=C(C(=O)N[C@H](CO)C(C)C)C=C1 (4-(trans-4-heptylcyclohexyl)-N-[(S)-2-hydroxy-1-isopropylethyl)benzamide), S(=O)(Cl)Cl (thionyl chloride). RXN SMILES: [CH2:1]([C@H:8]1[CH2:13][CH2:12][C@H:11]([C:14]2[CH:28]=[CH:27][C:17]([C:18]([NH:20][C@@H:21]([CH:24]([CH3:26])[CH3:25])[CH2:22][OH:23])=O)=[CH:16][CH:15]=2)[CH2:10][CH2:9]1)[CH2:2][CH2:3][CH2:4][CH2:5][CH2:6][CH3:7].S(Cl)(Cl)=O>C(=O)([O-])[O-].[K+].[K+]>[CH2:1]([C@H:8]1[CH2:13][CH2:12][C@H:11]([C:14]2[CH:15]=[CH:16][C:17]([C:18]3[O:23][CH2:22][C@H:21]([CH:24]([CH3:25])[CH3:26])[N:20]=3)=[CH:27][CH:28]=2)[CH2:10][CH2:9]1)[CH2:2][CH2:3][CH2:4][CH2:5][CH2:6][CH3:7] |f:2.3.4|. Run in C([O-])([O-])=O.[K+].[K+] (potassium carbonate). The reactants are CC(C)C[Al+]CC(C)C, Cl, CCOC(=O)c1cnoc1-c1ccc(C(F)(F)F)cc1, [H-], C1CCOC1. Product: OCc1cnoc1-c1ccc(C(F)(F)F)cc1. Reaction SMILES: [CH2:22]([Al+:23][CH2:24][CH:25]([CH3:26])[CH3:27])[CH:28]([CH3:29])[CH3:30].[ClH:31].[F:1][C:2]([c:3]1[cH:4][cH:5][c:6](-[c:9]2[c:10]([C:14](=[O:15])[O:16][CH2:17][CH3:18])[cH:11][n:12][o:13]2)[cH:7][cH:8]1)([F:19])[F:20].[H-:21].[O:32]1[CH2:33][CH2:34][CH2:35][CH2:36]1>>[F:1][C:2]([c:3]1[cH:4][cH:5][c:6](-[c:9]2[c:10]([CH2:14][OH:15])[cH:11][n:12][o:13]2)[cH:7][cH:8]1)([F:19])[F:20]. Starting materials: FC(C=1C=C(CNC(C2=CC(=NC=C2)C2=C(C=CC(=C2)N2CCCCC2)NC(C2=CC(=CC=C2)CN=[N+]=[N-])=O)=O)C=CC1)(F)F (N-(3-(trifluoromethyl)benzyl)-2-(2-(3-(azidomethyl)benzamido)-5-(piperidin-1-yl)phenyl)isonicotinamide), C(CC#C)O (but-3-yn-1-ol). The reagents and catalysts are [Cu]I (copper(I) iodide). Solvent: N.O (NH3.H2O), CS(=O)C (DMSO). Reaction conditions: time 8 hour. The product is OCCC=1N=NN(C1)CC=1C=C(C(=O)NC2=C(C=C(C=C2)N2CCCCC2)C=2C=C(C(=O)NCC3=CC(=CC=C3)C(F)(F)F)C=CN2)C=CC1 (2-(2-(3-((4-(2-hydroxyethyl)-1H-1,2,3-triazol-1-yl)methyl)benzamido)-5-(piperidin-1-yl)phenyl)-N-(3-(trifluoromethyl)benzyl)isonicotinamide). RXN SMILES: [F:1][C:2]([F:45])([F:44])[C:3]1[CH:4]=[C:5]([CH:41]=[CH:42][CH:43]=1)[CH2:6][NH:7][C:8](=[O:40])[C:9]1[CH:14]=[CH:13][N:12]=[C:11]([C:15]2[CH:20]=[C:19]([N:21]3[CH2:26][CH2:25][CH2:24][CH2:23][CH2:22]3)[CH:18]=[CH:17][C:16]=2[NH:27][C:28](=[O:39])[C:29]2[CH:34]=[CH:33][CH:32]=[C:31]([CH2:35][N:36]=[N+:37]=[N-:38])[CH:30]=2)[CH:10]=1.[CH2:46]([OH:50])[CH2:47][C:48]#[CH:49]>CS(C)=O.N.O.[Cu]I>[OH:50][CH2:46][CH2:47][C:48]1[N:38]=[N:37][N:36]([CH2:35][C:31]2[CH:30]=[C:29]([CH:34]=[CH:33][CH:32]=2)[C:28]([NH:27][C:16]2[CH:17]=[CH:18][C:19]([N:21]3[CH2:26][CH2:25][CH2:24][CH2:23][CH2:22]3)=[CH:20][C:15]=2[C:11]2[CH:10]=[C:9]([CH:14]=[CH:13][N:12]=2)[C:8]([NH:7][CH2:6][C:5]2[CH:41]=[CH:42][CH:43]=[C:3]([C:2]([F:1])([F:44])[F:45])[CH:4]=2)=[O:40])=[O:39])[CH:49]=1 |f:3.4|. Procedure: Into a 50-mL round-bottom flask, was placed a solution of N-(3-(trifluoromethyl)benzyl)-2-(2-(3-(azidomethyl)benzamido)-5-(piperidin-1-yl)phenyl)isonicotinamide (55 mg, 0.09 mmol, 1.00 equiv, 95%) in DMSO (3 mL), but-3-yn-1-ol (19 mg, 0.27 mmol, 3.00 equiv), and copper(I) iodide (0.84 mg, 0.05 equiv). The resulting solution was stirred overnight at room temperature. The resulting solution was diluted with 10 mL of 10% NH3.H2O. The resulting solution was extracted with 5×30 mL of ethyl acetate an... Reactants: O=C([O-])[O-], ClCCl, [K+], [K+], O=C(OO)c1cccc(Cl)c1, OC1(c2ccccn2)CCOCC1. The product is [O-][n+]1ccccc1C1(O)CCOCC1. As a reaction SMILES: [C:25](=[O:26])([O-:27])[O-:28].[Cl:31][CH2:32][Cl:33].[K+:29].[K+:30].[OH:14][O:15][C:16]([c:17]1[cH:18][c:19]([Cl:20])[cH:21][cH:22][cH:23]1)=[O:24].[OH:1][C:2]1([c:8]2[n:9][cH:10][cH:11][cH:12][cH:13]2)[CH2:3][CH2:4][O:5][CH2:6][CH2:7]1>>[OH:1][C:2]1([c:8]2[n+:9]([O-:14])[cH:10][cH:11][cH:12][cH:13]2)[CH2:3][CH2:4][O:5][CH2:6][CH2:7]1.